The task is: describe an organic reaction: reactants, conditions, products, and yield. This data is from the Open Reaction Database (ORD), a public repository of structured organic reaction records. Starting materials: CC1=CC(=CC=2C3=CC=CC=C3N(C12)C)C=O (1,9-dimethyl-9H-carbazole-3-carbaldehyde), CC(C(=O)NC1=CC(=CC=C1)C1CCNCC1)C (2-methyl-N-[3-(4-piperidinyl)phenyl]propanamide). The solvent is CC(=O)O (HOAc). Yields the product CC1=CC(=CC=2C3=CC=CC=C3N(C12)C)CN1CCC(CC1)C=1C=C(C=CC1)NC(C(C)C)=O (N-(3-{1-[(1,9-DIMETHYL-9H-CARBAZOL-3-YL)METHYL]-4-PIPERIDINYL}PHENYL)-2-METHYLPROPANAMIDE). As a reaction SMILES: [CH3:1][C:2]1[C:14]2[N:13]([CH3:15])[C:12]3[C:7](=[CH:8][CH:9]=[CH:10][CH:11]=3)[C:6]=2[CH:5]=[C:4]([CH:16]=O)[CH:3]=1.[CH3:18][CH:19]([CH3:35])[C:20]([NH:22][C:23]1[CH:28]=[CH:27][CH:26]=[C:25]([CH:29]2[CH2:34][CH2:33][NH:32][CH2:31][CH2:30]2)[CH:24]=1)=[O:21]>CC(O)=O>[CH3:1][C:2]1[C:14]2[N:13]([CH3:15])[C:12]3[C:7](=[CH:8][CH:9]=[CH:10][CH:11]=3)[C:6]=2[CH:5]=[C:4]([CH2:16][N:32]2[CH2:33][CH2:34][CH:29]([C:25]3[CH:24]=[C:23]([NH:22][C:20](=[O:21])[CH:19]([CH3:35])[CH3:18])[CH:28]=[CH:27][CH:26]=3)[CH2:30][CH2:31]2)[CH:3]=1. Reported procedure: Prepared by Procedure F and Scheme R, without HOAc, using 1,9-dimethyl-9H-carbazole-3-carbaldehyde and 2-methyl-N-[3-(4-piperidinyl)phenyl]propanamide: 1H NMR (400 MHz, CDCl3) δ 8.05–6.77 (m, 10H) 5.20–5.12 (m, 1H), 4.04 (s, 3H) 3.93 (s, 2H), 3.34–3.24 (m, 2H), 2.79 (s, 3H), 2.56–2.38 (m, 2H), 2.38–2.26 (m, 2H), 2.08–1.88 (m, 2H), 1.82–1.70 (m, 2H), 1.16 (d, 6H, J=6.8 Hz); ESMS m/e: 454.2 (M+H)+. Reactants: N12CCN(CC1)CC2 (1,4-diazabicyclo[2.2.2]octane), BrCC(=O)N (2-bromoacetamide). Solvent: C(C)#N (acetonitrile), C(C)#N (acetonitrile). Conditions: time 20 hour. Product: [Br-].NC(=O)C[N+]12CCN(CC1)CC2 (1-(aminocarbonylmethyl)-4-aza-1-azoniabicyclo(2.2.2)octane bromide). Isolated yield 91.8%. Reaction SMILES: [N:1]12[CH2:8][CH2:7][N:4]([CH2:5][CH2:6]1)[CH2:3][CH2:2]2.[Br:9][CH2:10][C:11]([NH2:13])=[O:12]>C(#N)C>[Br-:9].[NH2:13][C:11]([CH2:10][N+:1]12[CH2:8][CH2:7][N:4]([CH2:5][CH2:6]1)[CH2:3][CH2:2]2)=[O:12] |f:3.4|. Procedure details: To a stirred solution of 1,4-diazabicyclo[2.2.2]octane (17.93 g, 0.1599 mol) in 200 ml of acetonitrile at 0° C. was added dropwise a solution of 2-bromoacetamide (20.05 g, 0.1453 mol) in 200 ml of acetonitrile during 25 min. A precipitate began depositing several minutes into the addition. The milky-white reaction mixture was stirred and allowed to warm to room temperature overnight. After 20 h, the white solid was isolated by filtration, washing with ~200 ml of acetonitrile. Drying in vacuo gav...